Dataset: the Open Reaction Database (ORD), a public repository of structured organic reaction records. Task: describe an organic reaction: reactants, conditions, products, and yield Reactants: CCNc1nc(Nc2ccccc2)ncc1CO, ClC(Cl)Cl. Product: CCNc1nc(Nc2ccccc2)ncc1C=O. Reaction SMILES: [CH2:1]([CH3:2])[NH:3][c:4]1[n:5][c:6]([NH:12][c:13]2[cH:14][cH:15][cH:16][cH:17][cH:18]2)[n:7][cH:8][c:9]1[CH2:10][OH:11].[CH:19]([Cl:20])([Cl:21])[Cl:22]>>[CH2:1]([CH3:2])[NH:3][c:4]1[n:5][c:6]([NH:12][c:13]2[cH:14][cH:15][cH:16][cH:17][cH:18]2)[n:7][cH:8][c:9]1[CH:10]=[O:11].